This data is from the Open Reaction Database (ORD), a public repository of structured organic reaction records. The task is: describe an organic reaction: reactants, conditions, products, and yield Starting materials: CN(C)C=O, CC(C)(C(=O)c1ccc(F)cc1)N1CCOCC1, [H-], [Na+], O, CC(CS)(CS)CS. The product is CC(CS)(CS)CSc1ccc(C(=O)C(C)(C)N2CCOCC2)cc1. Reaction SMILES: [CH3:30][N:31]([CH3:32])[CH:33]=[O:34].[F:1][c:2]1[cH:3][cH:4][c:5]([C:8]([C:9]([CH3:10])([N:11]2[CH2:12][CH2:13][O:14][CH2:15][CH2:16]2)[CH3:17])=[O:18])[cH:6][cH:7]1.[H-:27].[Na+:28].[OH2:29].[SH:19][CH2:20][C:21]([CH3:22])([CH2:23][SH:24])[CH2:25][SH:26]>>[c:2]1([S:24][CH2:23][C:21]([CH2:20][SH:19])([CH3:22])[CH2:25][SH:26])[cH:3][cH:4][c:5]([C:8]([C:9]([CH3:10])([N:11]2[CH2:12][CH2:13][O:14][CH2:15][CH2:16]2)[CH3:17])=[O:18])[cH:6][cH:7]1. The reactants are C(C)(C)[Mg]Cl (iPrMgCl), C1(=CC=CC=C1)C1=NC(=C2N1CCN(C2)C(=O)OC(C)(C)C)C(=O)OC (7-tert-butyl 1-methyl 3-phenyl-5,6-dihydroimidazo[1,5-a]pyrazine-1,7(8H)-dicarboxylate), C1(=CC=CC=C1)C1=NC(=C2N1CCN(C2)C(=O)OC(C)(C)C)C(=O)OC (7-tert-butyl 1-methyl 3-phenyl-5,6-dihydroimidazo[1,5-a]pyrazine-1,7(8H)-dicarboxylate), Cl.CNOC (N,O-dimethyl-hydroxylamine hydrochloride). The solvent is C1CCOC1 (THF), C1CCOC1 (THF). Conditions: temperature -20 celsius, time 20 minute. Yields the product CON(C(=O)C=1N=C(N2C1CN(CC2)C(=O)OC(C)(C)C)C2=CC=CC=C2)C (tert-butyl 1-(methoxy(methyl)carbamoyl)-3-phenyl-5,6-dihydroimidazo[1,5-a]pyrazine-7(8H)-carboxylate). The yield is 83.2%. Reaction SMILES: [C:1]1([C:7]2[N:11]3[CH2:12][CH2:13][N:14]([C:16]([O:18][C:19]([CH3:22])([CH3:21])[CH3:20])=[O:17])[CH2:15][C:10]3=[C:9]([C:23](OC)=[O:24])[N:8]=2)[CH:6]=[CH:5][CH:4]=[CH:3][CH:2]=1.Cl.[CH3:28][NH:29][O:30][CH3:31].C([Mg]Cl)(C)C>C1COCC1>[CH3:31][O:30][N:29]([CH3:28])[C:23]([C:9]1[N:8]=[C:7]([C:1]2[CH:2]=[CH:3][CH:4]=[CH:5][CH:6]=2)[N:11]2[CH2:12][CH2:13][N:14]([C:16]([O:18][C:19]([CH3:21])([CH3:22])[CH3:20])=[O:17])[CH2:15][C:10]=12)=[O:24] |f:1.2|. Procedure: Under a nitrogen atmosphere 7-tert-butyl 1-methyl 3-phenyl-5,6-dihydroimidazo[1,5-a]pyrazine-1,7(8H)-dicarboxylate (Intermediate 3A) (1.50 g, 4.20 mmol) was dissolved in THF (6 mL) and N,O-dimethyl-hydroxylamine hydrochloride (1.23 g, 12.59 mmol) was added. The resulting suspension was cooled to −20° C. and a solution of iPrMgCl (2M, 6.3 mL, 12.59 mmol) in THF was added dropwise over 10 min. The mixture was stirred for 20 min at −10° C. and then was quenched with saturated aqueous NH4Cl. The mix... The reactants are Cc1ccc(S(=O)(=O)n2ncc3c(NC(=O)c4csc(CCl)n4)cc(Br)cc32)cc1, CC1CNCC(C)O1, CC#N. The product is Cc1ccc(S(=O)(=O)n2ncc3c(NC(=O)c4csc(CN5CC(C)OC(C)C5)n4)cc(Br)cc32)cc1. RXN SMILES: [Br:9][c:10]1[cH:11][c:12]([NH:29][C:30](=[O:31])[c:32]2[n:33][c:34]([CH2:37][Cl:38])[s:35][cH:36]2)[c:13]2[cH:14][n:15][n:16]([S:19](=[O:20])(=[O:21])[c:22]3[cH:23][cH:24][c:25]([CH3:28])[cH:26][cH:27]3)[c:17]2[cH:18]1.[CH3:1][CH:2]1[O:3][CH:4]([CH3:8])[CH2:5][NH:6][CH2:7]1.[CH3:39][C:40]#[N:41]>>[CH3:1][CH:2]1[O:3][CH:4]([CH3:8])[CH2:5][N:6]([CH2:37][c:34]2[n:33][c:32]([C:30]([NH:29][c:12]3[cH:11][c:10]([Br:9])[cH:18][c:17]4[c:13]3[cH:14][n:15][n:16]4[S:19](=[O:20])(=[O:21])[c:22]3[cH:23][cH:24][c:25]([CH3:28])[cH:26][cH:27]3)=[O:31])[cH:36][s:35]2)[CH2:7]1. Reactants: NC1=C(C=CC(=C1)OCC1=CC(=CC=C1)F)SC1=CC=C(C=C1)O (4-[2-Amino-4-(3-fluoro-benzyloxy)-phenylsulfanyl]-phenol), NC1=C(C=CC(=C1)OCC1=C(C=CC=C1)OC)SC1=CC=C(C=C1)O (4-[2-Amino-4-(2-methoxy-benzyloxy)-phenylsulfanyl]-phenol), C(#N)C=1C(=NC=CC1)N=CN(C)C (N′-(3-Cyano-pyridin-2-yl)-N,N-dimethyl-formamidine), NC1=C(C=CC(=C1)OCC1=C(C=CC=C1)OC)SC1=CC=C(C=C1)O (4-[2-Amino-4-(2-methoxy-benzyloxy)-phenylsulfanyl]-phenol). Yields the product COC1=C(COC2=CC(=C(C=C2)SC2=CC=C(C=C2)O)NC=2C3=C(N=CN2)N=CC=C3)C=CC=C1 (4-[4-(2-Methoxy-benzyloxy)-2-(pyrido[2,3-d]pyrimidin-4-ylamino)-phenylsulfanyl]-phenol). Yield: 56.0%. Reaction SMILES: [NH2:1][C:2]1[CH:7]=[C:6]([O:8][CH2:9][C:10]2[CH:15]=[CH:14][CH:13]=[CH:12][C:11]=2[O:16][CH3:17])[CH:5]=[CH:4][C:3]=1[S:18][C:19]1[CH:24]=[CH:23][C:22]([OH:25])=[CH:21][CH:20]=1.C([C:28]1[C:29]([N:34]=[CH:35][N:36]([CH3:38])C)=[N:30][CH:31]=[CH:32][CH:33]=1)#N.NC1C=C(OCC2C=CC=C(F)C=2)C=CC=1SC1C=CC(O)=CC=1>>[CH3:17][O:16][C:11]1[CH:12]=[CH:13][CH:14]=[CH:15][C:10]=1[CH2:9][O:8][C:6]1[CH:5]=[CH:4][C:3]([S:18][C:19]2[CH:20]=[CH:21][C:22]([OH:25])=[CH:23][CH:24]=2)=[C:2]([NH:1][C:38]2[C:28]3[CH:33]=[CH:32][CH:31]=[N:30][C:29]=3[N:34]=[CH:35][N:36]=2)[CH:7]=1. Procedure details: The product of Example 37A was reacted with the product of Example 57A using the procedure of Example 57E substituting the product of Example 37A for the product of Example 57D to provide a solid which was triturated with methanol to provide the title compound (47 mg, 56%). 1H NMR (300 MHz, DMSO-D6) δ ppm: 10.08 (s, 1H), 9.63 (s, 1H), 9.07 (s, 1H), 8.85 (d, J=6.62 Hz, 1H), 8.59 (s, 1H), 7.64 (s, 1H), 7.41 (dd, J=7.35, 1.47 Hz, 1H), 7.30-7.38 (m, 1H), 7.24 (s, 1H), 7.16 (d, J=8.46 Hz, 1H), 7.08-7... Reactants: NC[C@H]1CN(CCC1)CCN1C(C=CC2=CC=C(C=C12)F)=O (1-{2-[(3S)-3-(aminomethyl)-1-piperidinyl]ethyl}-7-fluoro-2(1H)-quinolinone), C1(=C(C(=C(C(=C1F)F)F)N)F)N.Cl.Cl (dihydrochloride), Cl (HCl), ClC1=CC=2OCC(NC2N=C1C=O)=O (7-chloro-3-oxo-3,4-dihydro-2H-pyrido[3,2-b][1,4]oxazine-6-carboxaldehyde), C(C)(=O)O[BH-](OC(C)=O)OC(C)=O.[Na+] (Sodium triacetoxyborohydride). Solvent: C(Cl)Cl (DCM), CCOCC (Et2O), CO (methanol). Reaction conditions: time 1 hour. Yields the product ClC1=CC=2OCC(NC2N=C1CNC[C@H]1CN(CCC1)CCN1C(C=CC2=CC=C(C=C12)F)=O)=O (7-chloro-6-{[({(3S)-1-[2-(7-fluoro-2-oxo-1(2H)-quinolinyl)ethyl]-3-piperidinyl}methyl)amino]methyl}-2H-pyrido[3,2-b][1,4]oxazin-3(4H)-one). RXN SMILES: [NH2:1][CH2:2][C@@H:3]1[CH2:8][CH2:7][CH2:6][N:5]([CH2:9][CH2:10][N:11]2[C:20]3[C:15](=[CH:16][CH:17]=[C:18]([F:21])[CH:19]=3)[CH:14]=[CH:13][C:12]2=[O:22])[CH2:4]1.[Cl:23][C:24]1[C:33]([CH:34]=O)=[N:32][C:31]2[NH:30][C:29](=[O:36])[CH2:28][O:27][C:26]=2[CH:25]=1.C(O[BH-](OC(=O)C)OC(=O)C)(=O)C.[Na+].Cl.C1(N)C(F)=C(F)C(F)=C(N)C=1F.Cl.Cl>CO.CCOCC.C(Cl)Cl>[Cl:23][C:24]1[C:33]([CH2:34][NH:1][CH2:2][C@@H:3]2[CH2:8][CH2:7][CH2:6][N:5]([CH2:9][CH2:10][N:11]3[C:20]4[C:15](=[CH:16][CH:17]=[C:18]([F:21])[CH:19]=4)[CH:14]=[CH:13][C:12]3=[O:22])[CH2:4]2)=[N:32][C:31]2[NH:30][C:29](=[O:36])[CH2:28][O:27][C:26]=2[CH:25]=1 |f:2.3,5.6.7|. Procedure details: A solution of 1-{2-[(3S)-3-(aminomethyl)-1-piperidinyl]ethyl}-7-fluoro-2(1H)-quinolinone (90 mg; 0.3 mmol) and 7-chloro-3-oxo-3,4-dihydro-2H-pyrido[3,2-b][1,4]oxazine-6-carboxaldehyde (for a synthesis see WO2003064421, Example 15(c)) (64 mg, 0.3 mmol) in methanol (2 ml), DCM (4 ml) was stirred at rt overnight. Sodium triacetoxyborohydride (0.127 g; 0.6 mmol) was added and the mixture was stirred at room temperature for 1 h. The reaction was evaporated and chromatographed on silica gel, eluting w... Starting materials: N(=[N+]=[N-])CC=1C(=NC=CC1)C1(CC2CCC(C1)N2C(C2=C(C=CC=C2)Cl)C2=C(C=CC=C2)Cl)O (3-[3-(Azidomethyl)-2-pyridinyl]-8-[Bis(2-chlorophenyl)methyl]-8-azabicyclo-[3.2.1]octan-3-ol). Reaction SMILES: [N:1]([CH2:4][C:5]1[C:6]([C:11]2([OH:34])[CH2:17][CH:16]3[N:18]([CH:19]([C:27]4[CH:32]=[CH:31][CH:30]=[CH:29][C:28]=4[Cl:33])[C:20]4[CH:25]=[CH:24][CH:23]=[CH:22][C:21]=4[Cl:26])[CH:13]([CH2:14][CH2:15]3)[CH2:12]2)=[N:7][CH:8]=[CH:9][CH:10]=1)=[N+]=[N-]>[Pd].CC([O-])=O.CC([O-])=O.[Pb+2]>[NH2:1][CH2:4][C:5]1[C:6]([C:11]2([OH:34])[CH2:12][CH:13]3[N:18]([CH:19]([C:20]4[CH:25]=[CH:24][CH:23]=[CH:22][C:21]=4[Cl:26])[C:27]4[CH:32]=[CH:31][CH:30]=[CH:29][C:28]=4[Cl:33])[CH:16]([CH2:15][CH2:14]3)[CH2:17]2)=[N:7][CH:8]=[CH:9][CH:10]=1 |f:1.2.3.4|. The reagents and catalysts are [Pd].CC(=O)[O-].CC(=O)[O-].[Pb+2] (Lindlar catalyst). Product: NCC=1C(=NC=CC1)C1(CC2CCC(C1)N2C(C2=C(C=CC=C2)Cl)C2=C(C=CC=C2)Cl)O (3-[3-(Aminomethyl)-2-pyridinyl]-8-[Bis(2-chlorophenyl)methyl]-8-azabicyclo[3.2.1]octan-3-ol). Procedure details: Follow the procedure of Step 6 of Example 15, using the product from Step 5 (69 mg) and Lindlar catalyst (7 mg) to produce the title compound. 1H NMR (CDCl3) 8.40 (d, 1H), 7.95 (d, 2H), 775 (d, 1H), 7.05-7.15 (m, 7H), 5.60 (s, 1H), 5.25 (b, s, 1H), 4.40 (s, 2H), 3.20 (s, br, 2H), 2.50 (dd, 2H), 2.3 (m, 4H), 1.75 (d, 2H).